From a dataset of the Open Reaction Database (ORD), a public repository of structured organic reaction records. describe an organic reaction: reactants, conditions, products, and yield Reactants: OC(c1cccc(F)c1)c1cc(F)cc(F)c1, O=C(OC1CN2CCC1CC2)n1ccnc1. The product is O=C(OC(c1cccc(F)c1)c1cc(F)cc(F)c1)OC1CN2CCC1CC2. As a reaction SMILES: [F:17][c:18]1[cH:19][c:20]([CH:25]([OH:26])[c:27]2[cH:28][c:29]([F:33])[cH:30][cH:31][cH:32]2)[cH:21][c:22]([F:24])[cH:23]1.[N:1]12[CH2:2][CH:3]([O:9][C:10](=[O:11])[n:12]3[cH:13][cH:14][n:15][cH:16]3)[CH:4]([CH2:5][CH2:6]1)[CH2:7][CH2:8]2>>[N:1]12[CH2:2][CH:3]([O:9][C:10](=[O:11])[O:26][CH:25]([c:20]3[cH:19][c:18]([F:17])[cH:23][c:22]([F:24])[cH:21]3)[c:27]3[cH:28][c:29]([F:33])[cH:30][cH:31][cH:32]3)[CH:4]([CH2:5][CH2:6]1)[CH2:7][CH2:8]2. Starting materials: ClC=1C=C2C(CN(CC2=C(C1)Cl)C)C1=CC=C(C=C1)N (4-(6,8-Dichloro-2-methyl-1,2,3,4-tetrahydro-isoquinolin-4-yl)-phenylamine), CS(=O)(=O)C1=CC=C(CNC)C=C1 ((4-methanesulfonyl-benzyl)-methyl-amine), C(C)S(=O)(=O)Cl (ethanesulfonyl chloride). Product: Cl.ClC=1C=C2C(CN(CC2=C(C1)Cl)C)C1=CC=C(C=C1)NS(=O)(=O)CC (N-[4-(6,8-dichloro-2-methyl-1,2,3,4-tetrahydro-isoquinolin-4-yl)-phenyl]-ethanesulfonamide, Hydrochloride). As a reaction SMILES: [Cl:1][C:2]1[CH:3]=[C:4]2[C:9](=[C:10]([Cl:12])[CH:11]=1)[CH2:8][N:7]([CH3:13])[CH2:6][CH:5]2[C:14]1[CH:19]=[CH:18][C:17]([NH2:20])=[CH:16][CH:15]=1.C[S:22]([C:25]1C=CC(CNC)=C[CH:26]=1)(=[O:24])=[O:23].C(S(Cl)(=O)=O)C>>[ClH:1].[Cl:1][C:2]1[CH:3]=[C:4]2[C:9](=[C:10]([Cl:12])[CH:11]=1)[CH2:8][N:7]([CH3:13])[CH2:6][CH:5]2[C:14]1[CH:19]=[CH:18][C:17]([NH:20][S:22]([CH2:25][CH3:26])(=[O:24])=[O:23])=[CH:16][CH:15]=1 |f:3.4|. Procedure details: The process is analogous to the method described in example 82, starting from the compound of example 17, intermediate 1, and ethanesulfonyl chloride. Reactants: N1=CC=C(C=C1)CCCCO (4-(4-pyridinyl)-1-butanol), S(=O)(Cl)Cl (thionyl chloride). Run in C(Cl)(Cl)Cl (chloroform), C(Cl)(Cl)Cl (chloroform). Yields the product N1=CC=C(C=C1)CCCCCl (4-(4-pyridinyl)-1-butylchloride). Yield: 90.4%. RXN SMILES: [N:1]1[CH:6]=[CH:5][C:4]([CH2:7][CH2:8][CH2:9][CH2:10]O)=[CH:3][CH:2]=1.S(Cl)([Cl:14])=O>C(Cl)(Cl)Cl>[N:1]1[CH:6]=[CH:5][C:4]([CH2:7][CH2:8][CH2:9][CH2:10][Cl:14])=[CH:3][CH:2]=1. Procedure details: A solution of 4-(4-pyridinyl)-1-butanol (Mayer J. M and Testa, B., Helv. Chim. Acta 65, pages 1868-1884 (1982)) (4.20 g, 27.7 mmol) in 30 mL of chloroform is cooled to 0° C. and treated with thionyl chloride (6.60 g, 55.54 mmol) in 30 mL of chloroform. The reaction is allowed to warm to room temperature over 15 hours. The volatiles are removed in vacuo. The residue is cooled to 0° C. and treated with 50 mL of cold 10% sodium hydroxide solution and the mixture is extracted with three 100-mL porti... Reactants: CC(C)(C)N1[C@@H](OC(C1)COC1=CC=C(C=C1)CCO)C1=CC=CC=C1 ((S)-2-(4-(3-(1, 1-dimethylethyl)-2-phenyl-5-oxazolidinylmethoxy)phenyl)ethanol), C(C)(=O)Cl (acetyl chloride). The solvent is N1=CC=CC=C1 (pyridine). Run at temperature -15 celsius, time 3 hour. Yields the product C(C)(=O)OCCC1=CC=C(C=C1)OCC1CN([C@@H](O1)C1=CC=CC=C1)C(C)(C)C ((S)-2-(4-(3-(1,1-dimethylethyl)-2-phenyl-5-oxazolidinylmethoxy)phenyl)ethyl acetate). RXN SMILES: [CH3:1][C:2]([N:5]1[CH2:9][CH:8]([CH2:10][O:11][C:12]2[CH:17]=[CH:16][C:15]([CH2:18][CH2:19][OH:20])=[CH:14][CH:13]=2)[O:7][C@H:6]1[C:21]1[CH:26]=[CH:25][CH:24]=[CH:23][CH:22]=1)([CH3:4])[CH3:3].[C:27](Cl)(=[O:29])[CH3:28]>N1C=CC=CC=1>[C:27]([O:20][CH2:19][CH2:18][C:15]1[CH:16]=[CH:17][C:12]([O:11][CH2:10][CH:8]2[O:7][C@@H:6]([C:21]3[CH:22]=[CH:23][CH:24]=[CH:25][CH:26]=3)[N:5]([C:2]([CH3:1])([CH3:3])[CH3:4])[CH2:9]2)=[CH:13][CH:14]=1)(=[O:29])[CH3:28]. Procedure: The residue from Example 1, Step A (2.55 g, 6.3 mmol) was dissolved in pyridine (10 ml), cooled to -15° C. and acetyl chloride (547 mg, 6.9 mmol) was added. The mixture was stirred at 0° C. for 3 hours then at room temperature overnight. The solvent was removed in vacuo. To the residue, dil. Na2CO3 solution was added (30 ml) and the mixture was extracted with CHCl3 (50 ml then 20 ml). The combined CHCl3 extracts were washed with H2O (30 ml), dried over Na2SO4 and evaporated in vacuo. The residue... The reactants are BrC1=CC=2[C@](C3=CC(=CC=C3OC2C=C1)I)(CO)NC(CCl)=O ((S)—N-(2-bromo-9-(hydroxymethyl)-7-iodo-9H-xanthen-9-yl)-2-chloroacetamide), CC(C)([O-])C.[K+] (Potassium t-butoxide). Solvent: C(C)(C)(CC)O (t-amyl alcohol). Reaction conditions: time 14 hour. Yields the product BrC1=CC=2[C@@]3(C4=CC(=CC=C4OC2C=C1)I)NC(COC3)=O ((S)-2′-bromo-7′-iodospiro[morpholine-3,9′-xanthen]-5-one). Yield: 45.8%. Reaction SMILES: [Br:1][C:2]1[CH:15]=[CH:14][C:13]2[O:12][C:11]3[C:6](=[CH:7][C:8]([I:16])=[CH:9][CH:10]=3)[C@:5]([NH:19][C:20](=[O:23])[CH2:21]Cl)([CH2:17][OH:18])[C:4]=2[CH:3]=1.CC(C)([O-])C.[K+]>C(O)(CC)(C)C>[Br:1][C:2]1[CH:15]=[CH:14][C:13]2[O:12][C:11]3[C:6](=[CH:7][C:8]([I:16])=[CH:9][CH:10]=3)[C@:5]3([CH2:17][O:18][CH2:21][C:20](=[O:23])[NH:19]3)[C:4]=2[CH:3]=1 |f:1.2|. Procedure details: In a 500-mL flask (S)—N-(2-bromo-9-(hydroxymethyl)-7-iodo-9H-xanthen-9-yl)-2-chloroacetamide (4.52 g, 8.89 mmol) was dissolved in t-amyl alcohol (125 mL). Potassium t-butoxide (2.244 g, 20.00 mmol) was added. After 14 h, the reaction was concentrated. The residue was taken up in dilute aqueous NH4Cl (50 mL) and the aqueous phase was extracted with 5% MeOH-DCM (3×133 mL). The organics were combined, washed with dilute brine (25 mL), dried over sodium sulfate and concentrated. The material was pur... Reactants: COC(=O)C=1C=CC=2C[C@@H]3N(CCC[C@@H]3C2C1)C(=O)C1=CC2=C(NC=N2)C=C1 (cis-1-(1H-benzoimidazole-5-carbonyl)-2,3,4,4a,9,9a-hexahydro-1H-indeno[2,1-b]pyridine-6-carboxylic acid methyl ester), COC(=O)C1=CC=2C[C@@H]3N(CCC[C@@H]3C2C=C1)C(=O)C1=CC2=C(NC=N2)C=C1 (cis-1-(1H-benzoimidazole-5-carbonyl)-2,3,4,4a,9,9a-hexahydro-1H-indeno[2,1-b]pyridine-7-carboxylic acid methyl ester). Yields the product N1C=NC2=C1C=CC(=C2)C(=O)N2[C@@H]1[C@H](CCC2)C=2C=C(C=CC2C1)C(=O)O (cis-1-(1H-Benzoimidazole-5-carbonyl)-2,3,4,4a,9,9a-hexahydro-1H-indeno[2,1-b]pyridine-6-carboxylic acid). Isolated yield 4.0%. RXN SMILES: C[O:2][C:3]([C:5]1[CH:6]=[CH:7][C:8]2[CH2:9][C@H:10]3[C@@H:15]([C:16]=2[CH:17]=1)[CH2:14][CH2:13][CH2:12][N:11]3[C:18]([C:20]1[CH:28]=[CH:27][C:23]2[NH:24][CH:25]=[N:26][C:22]=2[CH:21]=1)=[O:19])=[O:4].COC(C1C=CC2[C@@H]3[C@@H](N(C(C4C=CC5NC=NC=5C=4)=O)CCC3)CC=2C=1)=O>>[NH:24]1[C:23]2[CH:27]=[CH:28][C:20]([C:18]([N:11]3[CH2:12][CH2:13][CH2:14][C@@H:15]4[C:16]5[CH:17]=[C:5]([C:3]([OH:4])=[O:2])[CH:6]=[CH:7][C:8]=5[CH2:9][C@H:10]34)=[O:19])=[CH:21][C:22]=2[N:26]=[CH:25]1. Procedure: The title compound is prepared from a ca. 1:1 mixture of cis-1-(1H-benzoimidazole-5-carbonyl)-2,3,4,4a,9,9a-hexahydro-1H-indeno[2,1-b]pyridine-6-carboxylic acid methyl ester and cis-1-(1H-benzoimidazole-5-carbonyl)-2,3,4,4a,9,9a-hexahydro-1H-indeno[2,1-b]pyridine-7-carboxylic acid methyl ester following a procedure analogous to that described in Example 35 and separated from Example 99 by HPLC on reversed phase (MeCN/H2O). Yield: 4% of theory; Mass spectrum (ESI+): m/z=362 [M+H]+.